Dataset: the Open Reaction Database (ORD), a public repository of structured organic reaction records. Task: describe an organic reaction: reactants, conditions, products, and yield Reactants: C1COCCO1, CCN(C(C)C)C(C)C, N#CC1(c2cc(F)cc(S)c2)CCOCC1, Ic1ccc2c(ccc3nccn32)c1, O=C(C=Cc1ccccc1)C=Cc1ccccc1, O=C(C=Cc1ccccc1)C=Cc1ccccc1, O=C(C=Cc1ccccc1)C=Cc1ccccc1, [Pd], [Pd], CC1(C)c2cccc(P(c3ccccc3)c3ccccc3)c2Oc2c(P(c3ccccc3)c3ccccc3)cccc21. Yields the product N#CC1(c2cc(F)cc(Sc3ccc4c(ccc5nccn54)c3)c2)CCOCC1. As a reaction SMILES: [CH2:82]1[O:83][CH2:84][CH2:85][O:86][CH2:87]1.[CH:31]([N:32]([CH2:33][CH3:34])[CH:35]([CH3:36])[CH3:37])([CH3:38])[CH3:39].[F:15][c:16]1[cH:17][c:18]([C:23]2([C:29]#[N:30])[CH2:24][CH2:25][O:26][CH2:27][CH2:28]2)[cH:19][c:20]([SH:22])[cH:21]1.[I:1][c:2]1[cH:3][c:4]2[cH:5][cH:6][c:7]3[n:8]([c:9]2[cH:10][cH:11]1)[cH:12][cH:13][n:14]3.[O:108]=[C:109]([CH:110]=[CH:111][c:112]1[cH:113][cH:114][cH:115][cH:116][cH:117]1)[CH:118]=[CH:119][c:120]1[cH:121][cH:122][cH:123][cH:124][cH:125]1.[O:126]=[C:127]([CH:128]=[CH:129][c:130]1[cH:131][cH:132][cH:133][cH:134][cH:135]1)[CH:136]=[CH:137][c:138]1[cH:139][cH:140][cH:141][cH:142][cH:143]1.[O:90]=[C:91]([CH:92]=[CH:93][c:94]1[cH:95][cH:96][cH:97][cH:98][cH:99]1)[CH:100]=[CH:101][c:102]1[cH:103][cH:104][cH:105][cH:106][cH:107]1.[Pd:88].[Pd:89].[c:40]1([P:41]([c:42]2[cH:43][cH:44][cH:45][cH:46][cH:47]2)[c:48]2[c:49]3[c:73]([cH:74][cH:75][cH:76]2)[C:70]([CH3:71])([CH3:72])[c:52]2[c:51]([c:56]([P:57]([c:58]4[cH:59][cH:60][cH:61][cH:62][cH:63]4)[c:64]4[cH:65][cH:66][cH:67][cH:68][cH:69]4)[cH:55][cH:54][cH:53]2)[O:50]3)[cH:77][cH:78][cH:79][cH:80][cH:81]1>>[c:2]1([S:22][c:20]2[cH:19][c:18]([C:23]3([C:29]#[N:30])[CH2:24][CH2:25][O:26][CH2:27][CH2:28]3)[cH:17][c:16]([F:15])[cH:21]2)[cH:3][c:4]2[cH:5][cH:6][c:7]3[n:8]([c:9]2[cH:10][cH:11]1)[cH:12][cH:13][n:14]3.